From a dataset of the Open Reaction Database (ORD), a public repository of structured organic reaction records. describe an organic reaction: reactants, conditions, products, and yield Reactants: C(C)OP(=O)(OCC)N=C=S (diethoxyphosphinylisothiocyanate), ice water, C/C(=N\[Si](C)(C)C)/O[Si](C)(C)C (N,O-bis(trimethylsilyl) acetamide), CC1([C@@H](N2[C@H](S1)[C@@H](C2=O)NC(=O)[C@@H](C=3C=CC=CC3)N)C(=O)O)C (ampicillin). Run in ClCCl (dichloromethane), ClCCl (dichloromethane). Reaction conditions: temperature 20 celsius. Product: CC1([C@@H](N2[C@H](S1)CC2=O)C(=O)O)C (penicillanic acid). Reaction SMILES: C/C(/O[Si](C)(C)C)=N\[Si](C)(C)C.C(OP(N=C=S)(OCC)=O)C.[CH3:24][C:25]1([CH3:47])[S:29][C@@H:28]2[C@H:30](NC([C@H](N)C3C=CC=CC=3)=O)[C:31](=[O:32])[N:27]2[C@H:26]1[C:44]([OH:46])=[O:45]>ClCCl>[CH3:24][C:25]1([CH3:47])[S:29][C@@H:28]2[CH2:30][C:31](=[O:32])[N:27]2[C@H:26]1[C:44]([OH:46])=[O:45]. Procedure: 0.75 ml (about 3 mmol) of N,O-bis(trimethylsilyl) acetamide was added under anhydrous conditions, to a suspension of 1.05 g (3 mmol) of D(-) 6-α-amino-benzylcarbonamidopenicillanic acid (anhydrous D(-) ampicillin) in 50 ml of dry dichloromethane and after 30 minutes stirring at about 20°C, a clear solution was obtained. Then, a solution of 0.6 g (3 mmol) of diethoxyphosphinylisothiocyanate [(C2H5O)2P(O)NCS] in 10 ml of dichloromethane was added at 0°-5°C over a period of 10 minutes and as the re... Yields the product Cl.ClC1=C(C=C(C=C1)[C@H]1[C@@H](CNCCO1)CNC(=O)C1=NC=CC=C1)F (N-{[(6S,7R)-7-(4-chloro-3-fluorophenyl)-1,4-oxazepan-6-yl]methyl}pyridine-2-carboxamide monohydrochloride). RXN SMILES: [NH2:1][CH2:2][C@H:3]1[C@H:9]([C:10]2[CH:15]=[CH:14][C:13]([Cl:16])=[C:12]([F:17])[CH:11]=2)[O:8][CH2:7][CH2:6][N:5](C(OC(C)(C)C)=O)[CH2:4]1.[N:25]1[CH:30]=[CH:29][CH:28]=[CH:27][C:26]=1[C:31](O)=[O:32]>>[ClH:16].[Cl:16][C:13]1[CH:14]=[CH:15][C:10]([C@@H:9]2[O:8][CH2:7][CH2:6][NH:5][CH2:4][C@H:3]2[CH2:2][NH:1][C:31]([C:26]2[CH:27]=[CH:28][CH:29]=[CH:30][N:25]=2)=[O:32])=[CH:11][C:12]=1[F:17] |f:2.3|. Procedure details: Using tert-butyl (6R,7R)-6-(aminomethyl)-7-(4-chloro-3-fluorophenyl)-1,4-oxazepane-4-carboxylate and pyridine-2-carboxylic acid, and by a method similar to that of Example 39, the title compound was obtained. The reactants are NC[C@@H]1CN(CCO[C@H]1C1=CC(=C(C=C1)Cl)F)C(=O)OC(C)(C)C (tert-butyl (6R,7R)-6-(aminomethyl)-7-(4-chloro-3-fluorophenyl)-1,4-oxazepane-4-carboxylate), N1=C(C=CC=C1)C(=O)O (pyridine-2-carboxylic acid). Reactants: [Al+3], O=C1NCC2CCC1N2Cc1ccccc1, [H-], [H-], [H-], [H-], [Li+], [Na+], C1CCOC1, [OH-], O. Yields the product c1ccc(CN2C3CCC2CNC3)cc1. RXN SMILES: [Al+3:18].[CH2:1]([c:2]1[cH:3][cH:4][cH:5][cH:6][cH:7]1)[N:8]1[CH:9]2[C:10](=[O:16])[NH:11][CH2:12][CH:13]1[CH2:14][CH2:15]2.[H-:17].[H-:20].[H-:21].[H-:22].[Li+:19].[Na+:25].[O:26]1[CH2:27][CH2:28][CH2:29][CH2:30]1.[OH-:24].[OH2:23]>>[CH2:1]([c:2]1[cH:3][cH:4][cH:5][cH:6][cH:7]1)[N:8]1[CH:9]2[CH2:10][NH:11][CH2:12][CH:13]1[CH2:14][CH2:15]2. Reactants: C(C=C)O (Allyl alcohol), S(=S)(=O)([O-])[O-].[Na+].[Na+] (sodium thiosulfate), C(C)(C)(C)OO (tert-butyl hydroperoxide), C(OCC(O)[C@]([C@@H](C)S[C@H]1CO[C@@H](OC1)\C=C\C=C\C1=C(C=C(C=C1)C#N)F)(CN1N=CN=C1)C1=C(C=C(C=C1)F)F)([O-])=O ((1R,2R)-2-[[trans-2-[(1E,3E)-4-(4-Cyano-2-fluorophenyl)-1,3-butadienyl]-1,3-dioxan-5-yl]thio]-1-(2,4-difluorophenyl)-1-[(1H-1,2,4-triazol-1-yl)methyl]propyl(2-hydroxyethyl) carbonate), N1N=NN=C1 (tetrazole), C(C=C)OP(N(C(C)C)C(C)C)OCC=C (bis(allyloxy)(diisopropylamino)phosphine), C(O)([O-])=O.[Na+] (sodium hydrogen carbonate). Run in ClCCl (dichloromethane). Conditions: temperature 0 celsius, time 30 minute. Yields the product C(OCCOP(=O)(OCC=C)OCC=C)(O[C@@]([C@@H](C)S[C@H]1CO[C@@H](OC1)\C=C\C=C\C1=C(C=C(C=C1)C#N)F)(CN1N=CN=C1)C1=C(C=C(C=C1)F)F)=O (2-[[Bis(allyloxy)phosphoryl]oxy]ethyl(1R,2R)-2-[[trans-2-[(1E,3E)-4-(4-cyano-2-fluorophenyl)-1,3-butadienyl]-1,3-dioxan-5-yl]thio]-1-(2,4-difluorophenyl)-1-[(1H-1,2,4-triazol-1-yl)methyl]propyl carbonate). Yield: 55.0%. RXN SMILES: C(=O)([O-])OCC([C@@:6]([C:35]1[CH:40]=[CH:39][C:38]([F:41])=[CH:37][C:36]=1[F:42])([CH2:29][N:30]1[CH:34]=[N:33][CH:32]=[N:31]1)[C@H:7]([S:9][C@@H:10]1[CH2:15][O:14][C@@H:13](/[CH:16]=[CH:17]/[CH:18]=[CH:19]/[C:20]2[CH:25]=[CH:24][C:23]([C:26]#[N:27])=[CH:22][C:21]=2[F:28])[O:12][CH2:11]1)[CH3:8])O.N1C=NN=N1.[CH2:50]([O:53][P:54]([O:62][CH2:63][CH:64]=[CH2:65])N(C(C)C)C(C)C)[CH:51]=[CH2:52].[CH2:66]([OH:69])[CH:67]=C.C([O:74]O)(C)(C)C.[C:76](=[O:79])([O-:78])[OH:77].[Na+].S([O-])([O-])(=O)=S.[Na+].[Na+]>ClCCl>[C:76](=[O:78])([O:77][C@:6]([C:35]1[CH:40]=[CH:39][C:38]([F:41])=[CH:37][C:36]=1[F:42])([CH2:29][N:30]1[CH:34]=[N:33][CH:32]=[N:31]1)[C@H:7]([S:9][C@@H:10]1[CH2:15][O:14][C@@H:13](/[CH:16]=[CH:17]/[CH:18]=[CH:19]/[C:20]2[CH:25]=[CH:24][C:23]([C:26]#[N:27])=[CH:22][C:21]=2[F:28])[O:12][CH2:11]1)[CH3:8])[O:79][CH2:67][CH2:66][O:69][P:54]([O:53][CH2:50][CH:51]=[CH2:52])([O:62][CH2:63][CH:64]=[CH2:65])=[O:74] |f:5.6,7.8.9|. Procedure: To a solution of (1R,2R)-2-[[trans-2-[(1E,3E)-4-(4-cyano-2-fluorophenyl)-1,3-butadienyl]-1,3-dioxan-5-yl]thio]-1-(2,4-difluorophenyl)-1-[(1H-1,2,4-triazol-1-yl)methyl]propyl(2-hydroxyethyl)carbonate (180 mg, 2.85×10−4 mol) obtained from Example 15 in dichloromethane (2 ml) were added tetrazole (40 mg, 5.7×10−4 mol) and bis(allyloxy)(diisopropylamino)phosphine (Tetrahedron Lett., 30, 4219 (1989); 105 mg, 4.28×10−4 mol) at room temperature, and the reaction mixture was stirred for 30 minutes. Ally... Reactants: C(C)OC([C@H](CC1=CC=C(C=C1)O)OCCC)=O ((S)-3-(4-hydroxy-phenyl)-2-propoxy-propionic acid ethyl ester), O(C1=CC=CC=C1)C1=CC=C(OCCCBr)C=C1 (3-(4-phenoxy-phenoxy)-propyl bromide). The product is C(C)OC([C@H](CC1=CC=C(C=C1)OCCCOC1=CC=C(C=C1)OC1=CC=CC=C1)OCCC)=O ((2S)-3-{4-[3-(4-Phenoxy-phenoxy)-propoxy]-phenyl}-2-propoxy-propionic acid ethyl ester). Reaction SMILES: [CH2:1]([O:3][C:4](=[O:18])[C@@H:5]([O:14][CH2:15][CH2:16][CH3:17])[CH2:6][C:7]1[CH:12]=[CH:11][C:10]([OH:13])=[CH:9][CH:8]=1)[CH3:2].[O:19]([C:26]1[CH:36]=[CH:35][C:29]([O:30][CH2:31][CH2:32][CH2:33]Br)=[CH:28][CH:27]=1)[C:20]1[CH:25]=[CH:24][CH:23]=[CH:22][CH:21]=1>>[CH2:1]([O:3][C:4](=[O:18])[C@@H:5]([O:14][CH2:15][CH2:16][CH3:17])[CH2:6][C:7]1[CH:8]=[CH:9][C:10]([O:13][CH2:33][CH2:32][CH2:31][O:30][C:29]2[CH:35]=[CH:36][C:26]([O:19][C:20]3[CH:25]=[CH:24][CH:23]=[CH:22][CH:21]=3)=[CH:27][CH:28]=2)=[CH:11][CH:12]=1)[CH3:2]. Procedure details: The title compound was prepared from (S)-3-(4-hydroxy-phenyl)-2-propoxy-propionic acid ethyl ester and 3-(4-phenoxy-phenoxy)-propyl bromide (Example 244) using the Standard Procedure L. The product was purified by column chromatography on silica gel using 9/1 Hexan/Ethyl acetate mixture as eluent to afford the title product. MS(ES) for C29H34O6 [M+NH4]+: 496.3